This data is from the Open Reaction Database (ORD), a public repository of structured organic reaction records. The task is: describe an organic reaction: reactants, conditions, products, and yield Reaction conditions: temperature 100 celsius. Isolated yield 94.0%. The reactants are Cl.ClC1=CC=NC=C1 (4-chloropyridine hydrochloride), NC1=CC=C(C=C1)O (4-aminophenol), [OH-].[Na+] (sodium hydroxide), CS(=O)C (dimethyl sulfoxide), ice water. The product is NC1=CC=C(OC2=CC=C(N)C=C2)C=C1 (4-(4-aminophenoxy)aniline). Procedure: A solution of 4-chloropyridine hydrochloride (Aldrich, 3.0 g, 20.0 mmol) in dimethyl sulfoxide (40 mL) was treated with 4-aminophenol (Aldrich, 2.1 g, 20.0 mmol) and sodium hydroxide pellets (2.0 g, 50.0 mmol) and the mixture was heated at 100° C. for 18 h. The mixture was cooled to room temperature, poured onto a mixture of ice-water (300 g) and extracted with Et2O (3×150 mL). The combined extracts were washed with brine, dried (MgSO4) and concentrated to give the 4-(4-aminophenoxy)aniline as a... Reaction SMILES: Cl.Cl[C:3]1[CH:8]=[CH:7][N:6]=[CH:5][CH:4]=1.[NH2:9][C:10]1[CH:15]=[CH:14][C:13]([OH:16])=[CH:12][CH:11]=1.[OH-].[Na+].[CH3:19]S(C)=O>>[NH2:9][C:10]1[CH:15]=[CH:14][C:13]([O:16][C:8]2[CH:7]=[CH:19][C:5]([NH2:6])=[CH:4][CH:3]=2)=[CH:12][CH:11]=1 |f:0.1,3.4|. Reactants: [Cl-], [Cl-], [Cl-], O=[N+]([O-])c1ccccc1Cc1nc[nH]n1, [NH4+], C1CCOC1, [OH-], O, [Ti+3]. Product: Nc1ccccc1Cc1nc[nH]n1. Reaction SMILES: [Cl-:24].[Cl-:25].[Cl-:26].[N+:1]([O-:2])(=[O:3])[c:4]1[c:5]([CH2:6][c:7]2[n:8][nH:9][cH:10][n:11]2)[cH:12][cH:13][cH:14][cH:15]1.[NH4+:16].[O:18]1[CH2:19][CH2:20][CH2:21][CH2:22]1.[OH-:17].[OH2:23].[Ti+3:27]>>[NH2:1][c:4]1[c:5]([CH2:6][c:7]2[n:8][nH:9][cH:10][n:11]2)[cH:12][cH:13][cH:14][cH:15]1. Reactants: C(C)(=O)OCC (ethyl acetate), ClC=1C=C(C=CC1Cl)[C@]1(CN(CC1)C(C1=CC(=C(C(=C1)OC)OC)OC)=O)CCCS(=O)(=O)[O-] ((S)-2-[3-(3,4-dichloro-phenyl)-1-(3,4,5-trimethoxy-benzoyl)-pyrrolidin-3-yl]-ethyl-methanesulfonate), N1=CC(=CC=C1)C1(CCNCC1)C(=O)N (4-(pyridin-3-yl)-piperidine-4-carboxylic acid amide). The solvent is ClCCl.CO (dichloromethane methanol), CO.ClCCl (methanol dichloromethane), CO.ClCCl (methanol dichloromethane), CO.ClCCl (methanol dichloromethane). Product: ClC=1C=C(C=CC1Cl)[C@@]1(CN(CC1)C(C1=CC(=C(C(=C1)OC)OC)OC)=O)CCN1CCC(CC1)(C(=O)N)C=1C=NC=CC1 ((R)-1-[2-[3-(3,4-dichloro-phenyl)-1-(3,4,5-trimethoxy-benzoyl)-pyrrolidin-3-yl]-ethyl]-4-(pyridin-3yl)-piperidine-4-carboxylic acid amide). RXN SMILES: [Cl:1][C:2]1[CH:3]=[C:4]([C@:9]2([CH2:28][CH2:29]CS([O-])(=O)=O)[CH2:13][CH2:12][N:11]([C:14](=[O:27])[C:15]3[CH:20]=[C:19]([O:21][CH3:22])[C:18]([O:23][CH3:24])=[C:17]([O:25][CH3:26])[CH:16]=3)[CH2:10]2)[CH:5]=[CH:6][C:7]=1[Cl:8].[N:35]1[CH:40]=[CH:39][CH:38]=[C:37]([C:41]2([C:47]([NH2:49])=[O:48])[CH2:46][CH2:45][NH:44][CH2:43][CH2:42]2)[CH:36]=1.C(OCC)(=O)C>ClCCl.CO>[Cl:1][C:2]1[CH:3]=[C:4]([C@@:9]2([CH2:28][CH2:29][N:44]3[CH2:45][CH2:46][C:41]([C:37]4[CH:36]=[N:35][CH:40]=[CH:39][CH:38]=4)([C:47]([NH2:49])=[O:48])[CH2:42][CH2:43]3)[CH2:13][CH2:12][N:11]([C:14](=[O:27])[C:15]3[CH:20]=[C:19]([O:21][CH3:22])[C:18]([O:23][CH3:24])=[C:17]([O:25][CH3:26])[CH:16]=3)[CH2:10]2)[CH:5]=[CH:6][C:7]=1[Cl:8] |f:3.4|. Reported procedure: Prepare by the method of example 88.6 using (S)-2-[3-(3,4-dichloro-phenyl)-1-(3,4,5-trimethoxy-benzoyl)-pyrrolidin-3-yl]-ethyl-methanesulfonate (3.2 g, 6 mmol) and 4-(pyridin-3-yl)-piperidine-4-carboxylic acid amide (1.25 g, 6.1 mmol). Chromatograph on silica gel eluting sequentially with ethyl acetate, 2% methanol/dichloromethane, 4% methanol/dichloromethane, 6% methanol/dichloromethane, and then dichloromethane/methanol/concentrated ammonia 746/36/4 to give the title compound: Rf =0.32 (silica... The product is O=C(c1ccccc1)N1CCNCC1. As a reaction SMILES: [C:7]([c:8]1[cH:9][cH:10][cH:11][cH:12][cH:13]1)(=[O:14])[O:15][CH3:16].[CH2:17]([Cl:18])[Cl:19].[CH2:1]1[CH2:2][NH:3][CH2:4][CH2:5][NH:6]1>>[CH2:1]1[CH2:2][N:3]([C:7]([c:8]2[cH:9][cH:10][cH:11][cH:12][cH:13]2)=[O:14])[CH2:4][CH2:5][NH:6]1. Starting materials: COC(=O)c1ccccc1, ClCCl, C1CNCCN1.